From a dataset of the Open Reaction Database (ORD), a public repository of structured organic reaction records. describe an organic reaction: reactants, conditions, products, and yield The reactants are FC1=CC=CC(=N1)C1=NN(C2=CN=C(C=C21)C=2C=NN(C2)C)C2OCCCC2 (3-(6-fluoropyridin-2-yl)-5-(1-methyl-1H-pyrazol-4-yl)-1-(tetrahydro-2H-pyran-2-yl)-1H-pyrazolo[3,4-c]pyridine), N1CC(CCCC1)NC(OC(C)(C)C)=O (tert-butyl azepan-3-ylcarbamate). Product: CN1N=CC(=C1)C=1C=C2C(=CN1)NN=C2C2=CC=CC(=N2)N2CC(CCCC2)N (1-(6-(5-(1-methyl-1H-pyrazol-4-yl)-1H-pyrazolo[3,4-c]pyridin-3-yl)pyridin-2-yl)azepan-3-amine). The yield is 58.6%. As a reaction SMILES: F[C:2]1[N:7]=[C:6]([C:8]2[C:16]3[C:11](=[CH:12][N:13]=[C:14]([C:17]4[CH:18]=[N:19][N:20]([CH3:22])[CH:21]=4)[CH:15]=3)[N:10](C3CCCCO3)[N:9]=2)[CH:5]=[CH:4][CH:3]=1.[NH:29]1[CH2:35][CH2:34][CH2:33][CH2:32][CH:31]([NH:36]C(=O)OC(C)(C)C)[CH2:30]1>>[CH3:22][N:20]1[CH:21]=[C:17]([C:14]2[CH:15]=[C:16]3[C:8]([C:6]4[N:7]=[C:2]([N:29]5[CH2:35][CH2:34][CH2:33][CH2:32][CH:31]([NH2:36])[CH2:30]5)[CH:3]=[CH:4][CH:5]=4)=[N:9][NH:10][C:11]3=[CH:12][N:13]=2)[CH:18]=[N:19]1. Procedure details: Following the procedures as described in Example 189, 3-(6-fluoropyridin-2-yl)-5-(1-methyl-1H-pyrazol-4-yl)-1-(tetrahydro-2H-pyran-2-yl)-1H-pyrazolo[3,4-c]pyridine and tert-butyl azepan-3-ylcarbamate were reacted. The product was deprotected to give 226 as a white solid (58.6% over two steps). 1H NMR (400 MHz, DMSO) δ 9.04 (s, 1H), 8.52 (s, 1H), 8.32 (s, 1H), 8.28 (s, 1H), 7.94 (s, 1H), 7.64 (t, J=7.9 Hz, 1H), 7.43 (d, J=7.4 Hz, 1H), 6.75 (d, J=8.5 Hz, 1H), 4.18 (d, J=12 Hz, 1H), 4.13-4.06 (m, 1... Yield: 86.4%. Reaction SMILES: C([O:8][C:9]1[C@@H:14]([C@H:15]([CH2:17][OH:18])[OH:16])[O:13][C:11](=[O:12])[C:10]=1[O:19][CH2:20][CH2:21][CH2:22][CH2:23][CH2:24][CH2:25][CH2:26][CH2:27][CH2:28][CH2:29][CH2:30][CH2:31][CH2:32][CH2:33][CH2:34][CH2:35][CH2:36][CH3:37])C1C=CC=CC=1>C(OCC)(=O)C.[Pd]>[CH2:20]([O:19][C:10]1[C:11]([O:13][C@H:14]([C@H:15]([CH2:17][OH:18])[OH:16])[C:9]=1[OH:8])=[O:12])[CH2:21][CH2:22][CH2:23][CH2:24][CH2:25][CH2:26][CH2:27][CH2:28][CH2:29][CH2:30][CH2:31][CH2:32][CH2:33][CH2:34][CH2:35][CH2:36][CH3:37]. The reactants are C(C1=CC=CC=C1)OC1=C(C(=O)O[C@@H]1[C@@H](O)CO)OCCCCCCCCCCCCCCCCCC (3-O-Benzyl-2-O-octadecylascorbic acid). Reagents/catalysts: [Pd] (Pd-C). The product is C(CCCCCCCCCCCCCCCCC)OC=1C(=O)O[C@@H](C1O)[C@@H](O)CO (2-O-octadecylascorbic acid). Reported procedure: 3-O-Benzyl-2-O-octadecylascorbic acid (2.1 g) was dissolved in ethyl acetate (25 ml), and 5% Pd-C (0.5 g) was added to the solution to conduct catalytic reduction at atmospheric pressure. The catalyst was filtered out, and the filtrate was concentrated under reduced pressure. The reaction product was recrystallized from isopropyl ether-ethyl acetate to give 2-O-octadecylascorbic acid (1.5 g). m.p. 127°-128° C. Solvent: C(C)(=O)OCC (ethyl acetate). RXN SMILES: Cl[C:2]1[C:7]([N+:8]([O-:10])=[O:9])=[CH:6][CH:5]=[CH:4][N:3]=1.[CH2:11]([N:18]1[CH2:23][CH2:22][CH:21]([NH2:24])[CH2:20][CH2:19]1)[C:12]1[CH:17]=[CH:16][CH:15]=[CH:14][CH:13]=1.C(N(C(C)C)CC)(C)C>C1COCC1.CCOC(C)=O>[CH2:11]([N:18]1[CH2:23][CH2:22][CH:21]([NH:24][C:2]2[C:7]([N+:8]([O-:10])=[O:9])=[CH:6][CH:5]=[CH:4][N:3]=2)[CH2:20][CH2:19]1)[C:12]1[CH:13]=[CH:14][CH:15]=[CH:16][CH:17]=1. Procedure: To a solution of 1.64 g 2-chloro-3-nitropyridine and 1.37 g of 1-benzyl-piperidin-4-ylamine in 20 mL THF was added diisopropylethylamine. The reaction was refluxed for 6 hours. The reaction was cooled down, diluted with 50 mL of EtOAc and washed with 30 mL of saturated NaHCO3 aqueous solution. After separating layers, the aqueous phase was extracted with 2×30 mL of EtOAc. The combined organic phases were washed with 15 mL of brine, dried over MgSO4 and concentrated under reduced pressure. The re... The reactants are ClC1=NC=CC=C1[N+](=O)[O-] (2-chloro-3-nitropyridine), C(C1=CC=CC=C1)N1CCC(CC1)N (1-benzyl-piperidin-4-ylamine), C(C)(C)N(CC)C(C)C (diisopropylethylamine). The yield is 36.6%. Solvent: CCOC(=O)C (EtOAc), C1CCOC1 (THF). The product is C(C1=CC=CC=C1)N1CCC(CC1)NC1=NC=CC=C1[N+](=O)[O-] ((1-Benzyl-piperidin-4-yl)-(3-nitro-pyridin-2-yl)-amine).